This data is from the Open Reaction Database (ORD), a public repository of structured organic reaction records. The task is: describe an organic reaction: reactants, conditions, products, and yield Starting materials: resultant mixture, ClC1=CC(=C(C=C1OC(C)C)NN)F (4-Chloro-2-fluoro-5-isopropoxyphenylhydrazine), C(C)(=O)C1C(CCCC1)=O (2-acetylcyclohexanone), C(C)(=O)O (acetic acid). Solvent: C=1(C(=CC=CC1)C)C (xylene). Product: CC=1N(N=C2CCCCC12)C1=C(C=C(C(=C1)OC(C)C)Cl)F (3-methyl-2-(4-chloro-2-fluoro-5-isopropoxyphenyl)-4,5,6,7-tetrahydro-2H-indazole). Yield: 39.1%. RXN SMILES: [Cl:1][C:2]1[C:7]([O:8][CH:9]([CH3:11])[CH3:10])=[CH:6][C:5]([NH:12][NH2:13])=[C:4]([F:14])[CH:3]=1.[C:15]([CH:18]1[CH2:23][CH2:22][CH2:21][CH2:20][C:19]1=O)(=O)[CH3:16].C(O)(=O)C>C1(C)C(C)=CC=CC=1>[CH3:16][C:15]1[N:12]([C:5]2[CH:6]=[C:7]([O:8][CH:9]([CH3:10])[CH3:11])[C:2]([Cl:1])=[CH:3][C:4]=2[F:14])[N:13]=[C:19]2[C:18]=1[CH2:23][CH2:22][CH2:21][CH2:20]2. Reported procedure: 4-Chloro-2-fluoro-5-isopropoxyphenylhydrazine (1.8 g), 2-acetylcyclohexanone (1.0 g) and a catalytic amount of acetic acid were dissolved in xylene (5 ml). The resultant mixture was heated under reflux for 8 hours while removing water. After cooling, the reaction mixture was concentrated under reduced pressure, and the residue was purified by silica gel column chromatography to give 0.9 g of 3-methyl-2-(4-chloro-2-fluoro-5-isopropoxyphenyl)-4,5,6,7-tetrahydro-2H-indazole (Compound No. 5). nD14.5... Starting materials: ClC1=CC=C(C(=O)N(C2=C(C=CC=C2C)C)CCCC(=O)O)C=C1 (N-(p-chlorobenzoyl)-4-(2,6-dimethylanilino)butyric acid), NCC(=O)OCC (ethyl glycinate). Yields the product ClC1=CC=C(C(=O)N(C2=C(C=CC=C2C)C)CCCC(=O)NCC(=O)OCC)C=C1 (ethyl N-[N-(p-chlorobenzoyl)-4-(2,6-dimethylanilino)butyryl]glycinate). As a reaction SMILES: [Cl:1][C:2]1[CH:24]=[CH:23][C:5]([C:6]([N:8]([CH2:17][CH2:18][CH2:19][C:20](O)=[O:21])[C:9]2[C:14]([CH3:15])=[CH:13][CH:12]=[CH:11][C:10]=2[CH3:16])=[O:7])=[CH:4][CH:3]=1.[NH2:25][CH2:26][C:27]([O:29][CH2:30][CH3:31])=[O:28]>>[Cl:1][C:2]1[CH:24]=[CH:23][C:5]([C:6]([N:8]([CH2:17][CH2:18][CH2:19][C:20]([NH:25][CH2:26][C:27]([O:29][CH2:30][CH3:31])=[O:28])=[O:21])[C:9]2[C:10]([CH3:16])=[CH:11][CH:12]=[CH:13][C:14]=2[CH3:15])=[O:7])=[CH:4][CH:3]=1. Procedure details: Analogously to Example 1, by using equivalent quantities, reacting N-(p-chlorobenzoyl)-4-(2,6-dimethylanilino)butyric acid and ethyl glycinate and suitable processing produces ethyl N-[N-(p-chlorobenzoyl)-4-(2,6-dimethylanilino)butyryl]glycinate (oil), saponification of which and processing of the reaction product yields N-[N-(p-chlorobenzoyl)-4-(2,6-dimethylanilino)butyryl]glycine (M.P. 141° to 142°). Starting materials: BrC=1C=C(C(=O)OC)C=CN1 (methyl 2-bromoisonicotinate), CC=1N=C(SC1)[Sn](CCCC)(CCCC)CCCC (4-methyl-2-(tributylstannyl)thiazole), copper iodide CuI. Reagents/catalysts: C=1C=CC(=CC1)[P](C=2C=CC=CC2)(C=3C=CC=CC3)[Pd]([P](C=4C=CC=CC4)(C=5C=CC=CC5)C=6C=CC=CC6)([P](C=7C=CC=CC7)(C=8C=CC=CC8)C=9C=CC=CC9)[P](C=1C=CC=CC1)(C=1C=CC=CC1)C=1C=CC=CC1 (Pd(PPh3)4). Solvent: CN(C)C=O (DMF). Run at temperature 90 celsius. Yields the product CC=1N=C(SC1)C=1C=C(C(=O)OC)C=CN1 (methyl 2-(4-methylthiazol-2-yl)isonicotinate). Reaction SMILES: Br[C:2]1[CH:3]=[C:4]([CH:9]=[CH:10][N:11]=1)[C:5]([O:7][CH3:8])=[O:6].[CH3:12][C:13]1[N:14]=[C:15]([Sn](CCCC)(CCCC)CCCC)[S:16][CH:17]=1>CN(C=O)C.C1C=CC([P]([Pd]([P](C2C=CC=CC=2)(C2C=CC=CC=2)C2C=CC=CC=2)([P](C2C=CC=CC=2)(C2C=CC=CC=2)C2C=CC=CC=2)[P](C2C=CC=CC=2)(C2C=CC=CC=2)C2C=CC=CC=2)(C2C=CC=CC=2)C2C=CC=CC=2)=CC=1>[CH3:12][C:13]1[N:14]=[C:15]([C:2]2[CH:3]=[C:4]([CH:9]=[CH:10][N:11]=2)[C:5]([O:7][CH3:8])=[O:6])[S:16][CH:17]=1 |^1:39,41,60,79|. Reported procedure: A mixture of commercially available methyl 2-bromoisonicotinate (2.750 g; 12.70 mmol), 4-methyl-2-(tributylstannyl)thiazole (4.942 g; 12.70 mmol), copper iodide CuI (242 mg; 1.27 mmol), and Pd(PPh3)4 (1.471 g; 1.27 mmol) in anh. DMF (55 ml) was heated to 90° C., under nitrogen, for 18 h. After cooling to rt, the reaction mixture was filtered over a pad of celite, and the separated solids were washed with AcOEt. The organic layer was washed with water and brine, dried over anh. MgSO4, filtered, a... Reactants: BrC1=NC=2N(C(N(C)C(C2N1)=O)=O)C (8-bromotheophylline), NCCCCCO (5-amino-1 pentanol). Solvent: CC=1C=CC(=CC1)C (p-xylene). Run at time 30 minute. Product: OCCCCCNC1=NC=2N(C(N(C)C(C2N1)=O)=O)C (8-(5-hydroxypentylamino)theophylline). Isolated yield 66.6%. RXN SMILES: Br[C:2]1[NH:11][C:10]2[C:9](=[O:12])[N:7]([CH3:8])[C:6](=[O:13])[N:5]([CH3:14])[C:4]=2[N:3]=1.[NH2:15][CH2:16][CH2:17][CH2:18][CH2:19][CH2:20][OH:21]>CC1C=CC(C)=CC=1>[OH:21][CH2:20][CH2:19][CH2:18][CH2:17][CH2:16][NH:15][C:2]1[NH:11][C:10]2[C:9](=[O:12])[N:7]([CH3:8])[C:6](=[O:13])[N:5]([CH3:14])[C:4]=2[N:3]=1. Reported procedure: A solution of 5.16 grams of 8-bromotheophylline and 5.15 grams of 5-amino-1 pentanol in 18 ml of p-xylene was refluxed for 18 hours. The reaction solution was allowed to cool and upon cooling to room temperature formed a solid/liquid mixture. The xylene was decanted and the solid was washed with pentane (3×40 ml). The resulting solid was stirred in 20 ml of water for 30 minutes and filtered to collect the solid material. The collected solid material was washed with water (3×20 ml), and dried to ...